This data is from the Open Reaction Database (ORD), a public repository of structured organic reaction records. The task is: describe an organic reaction: reactants, conditions, products, and yield Starting materials: S1C(=CC=C1)CC(=O)NC1([C@@H]2N(C(=C(CS2)COC(C)=O)C(=O)O)C1=O)OC (7-(2-thienylacetamido)-7-methoxy-3-acetoxymethyl-3-cephem-4-carboxylic acid), CC(=O)OCC1=C(N2[C@@H]([C@@H](C2=O)NC(=O)CC3=CC=CS3)SC1)C(=O)O (cephalothin), C(C)(=O)OC(C)=O (acetic anhydride). Solvent: N1=CC=CC=C1 (pyridine). The product is S1C(=CC=C1)CC(=O)NC1([C@@H]2N(C(C(=CS2)COC(C)=O)C(=O)O)C1=O)OC (7-(2-Thienylacetamido)-7-methoxy-3-acetoxymethyl-2-cephem-4-carboxylic acid). The yield is 68.2%. As a reaction SMILES: [S:1]1[CH:5]=[CH:4][CH:3]=[C:2]1[CH2:6][C:7]([NH:9][C:10]1([O:27][CH3:28])[C:25](=[O:26])[N:12]2[C:13]([C:22]([OH:24])=[O:23])=[C:14]([CH2:17][O:18][C:19](=[O:21])[CH3:20])[CH2:15][S:16][C@H:11]12)=[O:8].CC(OCC1CS[C@@H]2[C@H](NC(CC3SC=CC=3)=O)C(=O)N2C=1C(O)=O)=O.C(OC(=O)C)(=O)C>N1C=CC=CC=1>[S:1]1[CH:5]=[CH:4][CH:3]=[C:2]1[CH2:6][C:7]([NH:9][C:10]1([O:27][CH3:28])[C:25](=[O:26])[N:12]2[CH:13]([C:22]([OH:24])=[O:23])[C:14]([CH2:17][O:18][C:19](=[O:21])[CH3:20])=[CH:15][S:16][C@H:11]12)=[O:8]. Procedure details: To a cooled (0°), stirred solution of 7.75 g. of 7-(2-thienylacetamido)-7-methoxy-3-acetoxymethyl-3-cephem-4-carboxylic acid [prepared from cephalothin in accordance with procedures described by G. A. Koppel and R. E. Koehler, J. Amer. Chem. Soc., 95, 2403 (1973)] in 46 ml. of dry pyridine was added 5.02 ml. of acetic anhydride. The reaction mixture was allowed to stir with cooling for 2 hours, after which time the mixture was evaporated in vacuo to near dryness. The residue was dissolved in eth... The reactants are BrC1=C(C=C(C(=C1)OC)O)C(C)=O (2′-Bromo-5′-hydroxy-4′-methoxyacetophenone), Cl.[N+](=O)([O-])C1=CC=C(CON)C=C1 (O-(4-Nitrobenzyl)hydroxylamine Hydrochloride), N1C=NC=C1 (imidazole), CP302108, C(C)(=O)OCC.CCCCCC (ethyl acetate hexane). Run in CCO (EtOH). Product: [N+](=O)([O-])C1=CC=C(CO\N=C(/C)\C2=C(C=C(C(=C2)O)OC)Br)C=C1 ((E)-2′-Bromo-5′-hydroxy-4′-methoxyacetophenone O-4-Nitrobenzyl Oxime). Reaction SMILES: [Br:1][C:2]1[CH:7]=[C:6]([O:8][CH3:9])[C:5]([OH:10])=[CH:4][C:3]=1[C:11](=O)[CH3:12].Cl.[N+:15]([C:18]1[CH:26]=[CH:25][C:21]([CH2:22][O:23][NH2:24])=[CH:20][CH:19]=1)([O-:17])=[O:16].N1C=CN=C1.C(OCC)(=O)C.CCCCCC>CCO>[N+:15]([C:18]1[CH:19]=[CH:20][C:21]([CH2:22][O:23]/[N:24]=[C:11](/[C:3]2[CH:4]=[C:5]([OH:10])[C:6]([O:8][CH3:9])=[CH:7][C:2]=2[Br:1])\[CH3:12])=[CH:25][CH:26]=1)([O-:17])=[O:16] |f:1.2,4.5|. Procedure: A magnetically stirred solution of ketone 39 (162 mg, 0.661 mmol) in EtOH (2.0 mL) was treated with compound 19 (271 mg, 1.32 mmol) and imidazole (68 mg, 0.999 mmol) then the resulting mixture stirred at reflux for 2 h before being cooled and concentrated under reduced pressure. The ensuing residue was partitioned between CH2Cl2 (10 mL) and H2O (10 mL) and the separated aqueous fraction extracted with CH2Cl2 (1×10 ml). The combined organic fractions were then dried (MgSO4), filtered and concentr... The reactants are CS(=O)(=O)CCOS(C)(=O)=O, CC1(C)CC=C(c2nc(C3CCNCC3)ccc2NC(=O)c2nc(C#N)c[nH]2)CC1, CCN(C(C)C)C(C)C, ClCCl, O=C(O)C(F)(F)F. The product is CC1(C)CC=C(c2nc(C3CCN(CCS(C)(=O)=O)CC3)ccc2NC(=O)c2nc(C#N)c[nH]2)CC1, O=C(O)C(F)(F)F. RXN SMILES: [CH3:38][S:39](=[O:40])(=[O:41])[CH2:42][CH2:43][O:44][S:45]([CH3:46])(=[O:47])=[O:48].[CH3:8][C:9]1([CH3:37])[CH2:10][CH:11]=[C:12]([c:15]2[c:16]([NH:27][C:28](=[O:29])[c:30]3[nH:31][cH:32][c:33]([C:35]#[N:36])[n:34]3)[cH:17][cH:18][c:19]([CH:21]3[CH2:22][CH2:23][NH:24][CH2:25][CH2:26]3)[n:20]2)[CH2:13][CH2:14]1.[CH:49]([N:50]([CH2:51][CH3:52])[CH:53]([CH3:54])[CH3:55])([CH3:56])[CH3:57].[Cl:58][CH2:59][Cl:60].[F:1][C:2]([C:3](=[O:4])[OH:5])([F:6])[F:7]>>[CH3:8][C:9]1([CH3:37])[CH2:10][CH:11]=[C:12]([c:15]2[c:16]([NH:27][C:28](=[O:29])[c:30]3[nH:31][cH:32][c:33]([C:35]#[N:36])[n:34]3)[cH:17][cH:18][c:19]([CH:21]3[CH2:22][CH2:23][N:24]([CH2:43][CH2:42][S:39]([CH3:38])(=[O:40])=[O:41])[CH2:25][CH2:26]3)[n:20]2)[CH2:13][CH2:14]1.[F:1][C:2]([C:3](=[O:4])[OH:5])([F:6])[F:7]. Reaction SMILES: [Br-:16].[BrH:14].[CH2:18]([O:19][CH2:20][CH3:21])[CH3:22].[NH2:1][c:2]1[cH:3][c:4]([C:5](=[O:6])[OH:7])[cH:8][c:9]([N+:11](=[O:12])[O-:13])[cH:10]1.[Na:15].[OH2:17]>>[c:2]1([Br:14])[cH:3][c:4]([C:5](=[O:6])[OH:7])[cH:8][c:9]([N+:11](=[O:12])[O-:13])[cH:10]1. The product is O=C(O)c1cc(Br)cc([N+](=O)[O-])c1. Starting materials: [Br-], Br, CCOCC, Nc1cc(C(=O)O)cc([N+](=O)[O-])c1, [Na], O.